From a dataset of the Open Reaction Database (ORD), a public repository of structured organic reaction records. describe an organic reaction: reactants, conditions, products, and yield Reactants: CC(C)(C)OC(=O)Nc1nc2ccc(OS(=O)(=O)c3ccc(F)cc3)cc2s1, O=C([O-])[O-], CS(C)=O, [Cs+], [Cs+], CC(C)(O)CN, O. Product: CC(C)(O)CNc1ccc(S(=O)(=O)Oc2ccc3nc(NC(=O)OC(C)(C)C)sc3c2)cc1. RXN SMILES: [C:1]([CH3:2])([CH3:3])([CH3:4])[O:5][C:6](=[O:7])[NH:8][c:9]1[s:10][c:11]2[c:12]([n:13]1)[cH:14][cH:15][c:16]([O:18][S:19](=[O:20])(=[O:21])[c:22]1[cH:23][cH:24][c:25]([F:28])[cH:26][cH:27]1)[cH:17]2.[C:29](=[O:30])([O-:31])[O-:32].[CH3:42][S:43](=[O:44])[CH3:45].[Cs+:33].[Cs+:34].[NH2:35][CH2:36][C:37]([CH3:38])([OH:39])[CH3:40].[OH2:41]>>[C:1]([CH3:2])([CH3:3])([CH3:4])[O:5][C:6](=[O:7])[NH:8][c:9]1[s:10][c:11]2[c:12]([n:13]1)[cH:14][cH:15][c:16]([O:18][S:19](=[O:20])(=[O:21])[c:22]1[cH:23][cH:24][c:25]([NH:35][CH2:36][C:37]([CH3:38])([OH:39])[CH3:40])[cH:26][cH:27]1)[cH:17]2. As a reaction SMILES: [NH:1]1[CH2:11][CH2:10][CH2:9][CH:3]([C:4]([O:6][CH2:7][CH3:8])=[O:5])[CH2:2]1.[Cl:12]C(Cl)(Cl)C(O[CH2:17][C:18]1[CH:23]=[CH:22][C:21]([O:24][CH3:25])=[CH:20][CH:19]=1)=O.C(=O)([O-])[O-].[K+].[K+]>C1(C)C=CC=CC=1>[ClH:12].[CH3:25][O:24][C:21]1[CH:22]=[CH:23][C:18]([CH2:17][N:1]2[CH2:11][CH2:10][CH2:9][CH:3]([C:4]([O:6][CH2:7][CH3:8])=[O:5])[CH2:2]2)=[CH:19][CH:20]=1 |f:2.3.4,6.7|. Starting materials: N1CC(C(=O)OCC)CCC1 (ethyl nipecotate), ClC(C(=O)OCC1=CC=C(C=C1)OC)(Cl)Cl (p-methoxybenzyl trichloroacetate), C([O-])([O-])=O.[K+].[K+] (potassium carbonate). The yield is 56.4%. The solvent is C1(=CC=CC=C1)C (toluene). Procedure details: To 7 liters of toluene were added 695 grams (4.4M) of ethyl nipecotate, 1304 grams (4.8M) of p-methoxybenzyl trichloroacetate, and 660 grams (4.8M) of potassium carbonate. The mixture was refluxed for 72 hours under a nitrogen atmosphere after which it was cooled, and the solvent was removed in vacuo. The resulting oil was dissolved in chloroform, and the solution was washed with 10% aqueous potassium carbonate followed by 10% aqueous hydrochloric acid. The solution then was dried over sodium su... The product is Cl.COC1=CC=C(CN2CC(C(=O)OCC)CCC2)C=C1 (Ethyl N-(p-methoxybenzyl)nipecotate hydrochloride). Reactants: S(O)(O)(=O)=O (sulfuric acid), mercuric sulfate, C(C)(=O)N1CCC(CC1)(OCC1=C(C=CC=C1)F)C#C (1-acetyl-4-ethynyl-4-(2-fluorophenylmethoxy)piperidine), CO.O (methanol water), ketone, acetyl. The solvent is O (water). Conditions: time 3 hour. Yields the product C(C(=O)O)(=O)O.O=C(C)C1(CCNCC1)OCC1=C(C=CC=C1)F (4-(1-Oxoethyl)-4-(2-fluorophenylmethoxy)piperidine oxalate). The yield is 13.0%. RXN SMILES: C([N:4]1[CH2:9][CH2:8][C:7]([C:19]#[CH:20])([O:10][CH2:11][C:12]2[CH:17]=[CH:16][CH:15]=[CH:14][C:13]=2[F:18])[CH2:6][CH2:5]1)(=O)C.S(=O)(=O)(O)[OH:22].[CH3:26][OH:27].[OH2:28]>O>[C:11]([OH:10])(=[O:22])[C:26]([OH:28])=[O:27].[O:22]=[C:19]([C:7]1([O:10][CH2:11][C:12]2[CH:17]=[CH:16][CH:15]=[CH:14][C:13]=2[F:18])[CH2:6][CH2:5][NH:4][CH2:9][CH2:8]1)[CH3:20] |f:2.3,5.6|. Reported procedure: The compound 1-acetyl-4-ethynyl-4-(2-fluorophenylmethoxy)piperidine (262 g; 950 mmole) was dissolved in 1600 ml of methanol:water (1:1) in a 3-necked round bottomed flask equipped with mechanical stirrer, thermometer, reflux condenser and nitrogen line. A solution of 180 ml of concentrated sulfuric acid dissolved in 200 ml of water was added to the stirred solution. The mixture was heated to reflux and stirred at that temperature for 3 hrs. Hydrolysis of the acetyl function was monitored by infr... The reactants are BrC=1N(C2=NC(=NC(=C2N1)N)NCC1CCCCC1)CC1CCOCC1 (8-bromo-N2-(cyclohexylmethyl)-9-(tetrahydro-2H-pyran-4-ylmethyl)-9H-purine-2,6-diamine), Cl (hydrochloric acid), C(CCC)O (n-butanol). Run at temperature 100 celsius. Yields the product NC1=C2NC(N(C2=NC(=N1)NCC1CCCCC1)CC1CCOCC1)=O (6-Amino-2-[(cyclohexylmethyl)amino]-9-(tetrahydro-2H-Pyran-4-ylmethyl)-7,9-dihydro-8H-Purin-8-one). RXN SMILES: Br[C:2]1[N:3]([CH2:20][CH:21]2[CH2:26][CH2:25][O:24][CH2:23][CH2:22]2)[C:4]2[C:9]([N:10]=1)=[C:8]([NH2:11])[N:7]=[C:6]([NH:12][CH2:13][CH:14]1[CH2:19][CH2:18][CH2:17][CH2:16][CH2:15]1)[N:5]=2.Cl.C([OH:32])CCC>>[NH2:11][C:8]1[N:7]=[C:6]([NH:12][CH2:13][CH:14]2[CH2:19][CH2:18][CH2:17][CH2:16][CH2:15]2)[N:5]=[C:4]2[C:9]=1[NH:10][C:2](=[O:32])[N:3]2[CH2:20][CH:21]1[CH2:26][CH2:25][O:24][CH2:23][CH2:22]1. Procedure details: To a solution of 8-bromo-N2-(cyclohexylmethyl)-9-(tetrahydro-2H-pyran-4-ylmethyl)-9H-purine-2,6-diamine (110 mg) in dry n-butanol (1.5 ml) was added 37% grade hydrochloric acid (1.5 ml) at RT. The reaction was heated to 100° C. for six hours. The reaction was concentrated in vacuo, taken up in water (5 ml) and neutralised by the addition of 2.0M sodium hydroxide solution. The resulting white precipitate was filtered. This was purified by C18 reverse phase chromatography using water (containing 0... The reactants are CC1(NC2CCCCC2C(C1)C)C (2,2,4-trimethyl decahydroquinoline), C1CO1 (ethylene oxide). The solvent is C(C)O (ethanol). Product: OCCN1C(CC(C2CCCCC12)C)(C)C (1-(2'-hydroxyethyl)-2,2,4-trimethyl decahydroquinoline), liquid. As a reaction SMILES: [CH3:1][C:2]1([CH3:13])[CH2:11][CH:10]([CH3:12])[CH:9]2[CH:4]([CH2:5][CH2:6][CH2:7][CH2:8]2)[NH:3]1.[CH2:14]1[O:16][CH2:15]1>C(O)C>[OH:16][CH2:15][CH2:14][N:3]1[CH:4]2[CH:9]([CH2:8][CH2:7][CH2:6][CH2:5]2)[CH:10]([CH3:12])[CH2:11][C:2]1([CH3:13])[CH3:1]. Procedure: 1-(2'-hydroxyethyl)-2,2,4-trimethyl decahydroquinoline was prepared. 150 milliliters of ethanol and 84.0 grams (0.3 mole) of 2,2,4-trimethyl decahydroquinoline of about 96% cis structure were placed in a reactor vessel equipped for heating and agitation. 15.4 grams (0.35 mole) of ethylene oxide was added dropwise to the reactor vessel and the mix then heated to reflux for 21 hours. The ethanol was then evaporated off and the reaction mixture distilled to yield 10.2 grams of a liquid product boil... Starting materials: Brc1cc2ncnc(Nc3ccc4[nH]ccc4c3)c2s1, CS(C)=O, O=[N+]([O-])c1cccc(B(O)O)c1. Yields the product O=[N+]([O-])c1cccc(-c2cc3ncnc(Nc4ccc5[nH]ccc5c4)c3s2)c1. Reaction SMILES: [Br:13][c:14]1[cH:15][c:16]2[n:17][cH:18][n:19][c:20]([NH:23][c:24]3[cH:25][c:26]4[cH:27][cH:28][nH:29][c:30]4[cH:31][cH:32]3)[c:21]2[s:22]1.[CH3:33][S:34]([CH3:35])=[O:36].[N+:1](=[O:2])([O-:3])[c:4]1[cH:5][c:6]([B:10]([OH:11])[OH:12])[cH:7][cH:8][cH:9]1>>[N+:1](=[O:2])([O-:3])[c:4]1[cH:5][c:6](-[c:14]2[cH:15][c:16]3[n:17][cH:18][n:19][c:20]([NH:23][c:24]4[cH:25][c:26]5[cH:27][cH:28][nH:29][c:30]5[cH:31][cH:32]4)[c:21]3[s:22]2)[cH:7][cH:8][cH:9]1. Starting materials: N1(CCCCC1)C1CCN(CC1)C(=O)CCC(=O)O (3-(4-Piperidinopiperidinocarbonyl)propionic acid), C1CCC(CC1)N=C=NC2CCCCC2 (DCC), [N+](=O)([O-])C1=CC=C(C=C1)S (4-nitrothiophenol). The solvent is C(Cl)Cl (methylene chloride). Conditions: temperature 4 celsius, time 16 hour. Yields the product N1(CCCCC1)C1CCN(CC1)C(=O)CCC(SC1=CC=C(C=C1)[N+](=O)[O-])=O (S-4-nitrophenyl 3-(4-piperidinopiperidinocarbonyl)propanethioate). The yield is 49.8%. RXN SMILES: [N:1]1([CH:7]2[CH2:12][CH2:11][N:10]([C:13]([CH2:15][CH2:16][C:17]([OH:19])=O)=[O:14])[CH2:9][CH2:8]2)[CH2:6][CH2:5][CH2:4][CH2:3][CH2:2]1.C1CCC(N=C=NC2CCCCC2)CC1.[N+:35]([C:38]1[CH:43]=[CH:42][C:41]([SH:44])=[CH:40][CH:39]=1)([O-:37])=[O:36]>C(Cl)Cl>[N:1]1([CH:7]2[CH2:8][CH2:9][N:10]([C:13]([CH2:15][CH2:16][C:17](=[O:19])[S:44][C:41]3[CH:42]=[CH:43][C:38]([N+:35]([O-:37])=[O:36])=[CH:39][CH:40]=3)=[O:14])[CH2:11][CH2:12]2)[CH2:2][CH2:3][CH2:4][CH2:5][CH2:6]1. Reported procedure: 3-(4-Piperidinopiperidinocarbonyl)propionic acid (0.26 g, 0.97 mmol) and DCC (0.25 g, 1.2 mmol) were dissolved in methylene chloride, followed by the addition of 4-nitrothiophenol (0.23 g, 1.2 mmol). The resulting mixture was stirred for 16 hours at 4° C. and then overnight at room temperature. The reaction mixture was filtered. After the filtrate was concentrated, the residue was purified by chromatography on a silica gel column (chloroform-acetone mixed solvent [10:1→5:1], whereby S-4-nitrophe... The reactants are N[C@@H](C)C(=O)N[C@@H]([C@@H](C)CC)C(=O)NCC(=O)OC (H-Ala-Ile-Gly-OMe), C[C@H]([C@@H](C(=O)ON1C(=O)CCC1=O)NC(=O)OCC2=CC=CC=C2)OC(C)(C)C (Z-Thr(tBu)-OSU). Solvent: CN(C=O)C (dimethylformamide). The product is N([C@@H]([C@H](OC(C)(C)C)C)C(=O)N[C@@H](C)C(=O)N[C@@H]([C@@H](C)CC)C(=O)NCC(=O)OC)C(=O)OCC1=CC=CC=C1 (Z-Thr(tBu)-Ala-Ile-Gly-OMe). RXN SMILES: [NH2:1][C@H:2]([C:4]([NH:6][C@H:7]([C:12]([NH:14][CH2:15][C:16]([O:18][CH3:19])=[O:17])=[O:13])[C@H:8]([CH2:10][CH3:11])[CH3:9])=[O:5])[CH3:3].[CH3:20][C@@H:21]([O:44][C:45]([CH3:48])([CH3:47])[CH3:46])[C@H:22]([NH:33][C:34]([O:36][CH2:37][C:38]1[CH:43]=[CH:42][CH:41]=[CH:40][CH:39]=1)=[O:35])[C:23](ON1C(=O)CCC1=O)=[O:24]>CN(C)C=O>[NH:33]([C:34]([O:36][CH2:37][C:38]1[CH:43]=[CH:42][CH:41]=[CH:40][CH:39]=1)=[O:35])[C@H:22]([C:23]([NH:1][C@H:2]([C:4]([NH:6][C@H:7]([C:12]([NH:14][CH2:15][C:16]([O:18][CH3:19])=[O:17])=[O:13])[C@H:8]([CH2:10][CH3:11])[CH3:9])=[O:5])[CH3:3])=[O:24])[C@@H:21]([CH3:20])[O:44][C:45]([CH3:47])([CH3:48])[CH3:46]. Procedure: 1.36 g of H-Ala-Ile-Gly-OMe (compare Example 1) and 2.5 g of Z-Thr(tBu)-OSU in 3 ml of dimethylformamide are stirred for 20 hours at room temperature. The tetrapeptide derivative is precipitated by ether, filtered off and washed with ether. After recrystallisation from ethanol the melting point is 229°-230° C. [α]D20 = -43° (c = 1 in methanol). Rf = 0.55 in the system chloroform-methanol (95:5) on silica gel. Reactants: C(C)(C)(C)C1=CC2=C(N=C(S2)N)C(=C1)SC#N (6-tert-butyl-4-thiocyanato-benzothiazol-2-yl-amine), SC[C@@H](O)[C@H](O)CS (dithiothreitol), P(=O)([O-])([O-])[O-] (phosphate). Solvent: CCO (EtOH). Yields the product NC=1SC=2C(N1)=C(C=C(C2)C(C)(C)C)S (2-Amino-6-tert-butyl-benzothiazole-4-thiol). Reaction SMILES: [C:1]([C:5]1[CH:14]=[C:13]([S:15]C#N)[C:8]2[N:9]=[C:10]([NH2:12])[S:11][C:7]=2[CH:6]=1)([CH3:4])([CH3:3])[CH3:2].SC[C@H]([C@@H](CS)O)O.P([O-])([O-])([O-])=O>CCO>[NH2:12][C:10]1[S:11][C:7]2[C:8](=[C:13]([SH:15])[CH:14]=[C:5]([C:1]([CH3:3])([CH3:2])[CH3:4])[CH:6]=2)[N:9]=1. Procedure details: The title compound was prepared according to General Method 14 using 6-tert-butyl-4-thiocyanato-benzothiazol-2-yl-amine (Example L-6; 2.0 g. 7.6 mmol), dithiothreitol (4.6 g, 30 mmol), phosphate buffer of pH 7 (10 mL), and EtOH (50 mL). The crude product was used further without any purification. MS (APCI): 239 (M+H). Reactants: ClCc1ccccc1, Clc1cccc2[nH]ccc12, [Na+], [OH-], c1ccccc1. Yields the product Clc1cccc2c1ccn2Cc1ccccc1. Reaction SMILES: [Cl:13][CH2:14][c:15]1[cH:16][cH:17][cH:18][cH:19][cH:20]1.[Cl:1][c:2]1[c:3]2[cH:4][cH:5][nH:6][c:7]2[cH:8][cH:9][cH:10]1.[Na+:12].[OH-:11].[cH:21]1[cH:22][cH:23][cH:24][cH:25][cH:26]1>>[Cl:1][c:2]1[c:3]2[cH:4][cH:5][n:6]([CH2:14][c:15]3[cH:16][cH:17][cH:18][cH:19][cH:20]3)[c:7]2[cH:8][cH:9][cH:10]1.